describe an organic reaction: reactants, conditions, products, and yield From a dataset of the Open Reaction Database (ORD), a public repository of structured organic reaction records. Reactants: C1=CC(=CC=C1N2CCOCC2=O)N3C[C@@H](OC3=O)CNC(=O)C4=CC=C(S4)Cl (Rivaroxaban), ( I ), NC1=CC=C(C=C1)N1C(COCC1)=O (4-(4-aminophenyl)morpholin-3-one), C1=CC(=CC=C1N2CCOCC2=O)N3C[C@@H](OC3=O)CNC(=O)C4=CC=C(S4)Cl (Rivaroxaban), O1[C@H](C1)CN1C(C2=CC=CC=C2C1=O)=O (2-[(2S)-oxiran-2-ylmethyl]-1H-isoindole-1,3(2H)-dione). Yields the product O[C@@H](CN1C(C2=CC=CC=C2C1=O)=O)CNC1=CC=C(C=C1)N1C(COCC1)=O (2-[(2R)-2-hydroxy-3-{[4(3-oxomorpholin-4-yl)phenyl]amino}propyl]-1H-isoindole-1,3(2H)-dione). RXN SMILES: C1C(N2C(=O)COCC2)=CC=C(N2C(=O)O[C@@H](CNC(C3SC(Cl)=CC=3)=O)C2)C=1.[NH2:30][C:31]1[CH:36]=[CH:35][C:34]([N:37]2[CH2:42][CH2:41][O:40][CH2:39][C:38]2=[O:43])=[CH:33][CH:32]=1.[O:44]1[CH2:46][C@@H:45]1[CH2:47][N:48]1[C:56](=[O:57])[C:55]2[C:50](=[CH:51][CH:52]=[CH:53][CH:54]=2)[C:49]1=[O:58]>>[OH:44][C@H:45]([CH2:46][NH:30][C:31]1[CH:32]=[CH:33][C:34]([N:37]2[CH2:42][CH2:41][O:40][CH2:39][C:38]2=[O:43])=[CH:35][CH:36]=1)[CH2:47][N:48]1[C:49](=[O:58])[C:50]2[C:55](=[CH:54][CH:53]=[CH:52][CH:51]=2)[C:56]1=[O:57]. Procedure: WO 01/47919, application disclosed the Rivaroxaban with applications for prevention and treatment of various thromboembolic diseases. Further this patent describes a method for preparation of Rivaroxaban of formula (I), wherein 4-(4-aminophenyl)morpholin-3-one is reacted with 2-[(2S)-oxiran-2-ylmethyl]-1H-isoindole-1,3(2H)-dione, in presence of solvent to obtain 2-[(2R)-2-hydroxy-3-{[4(3-oxomorpholin-4-yl)phenyl]amino}propyl]-1H-isoindole-1,3(2H)-dione which is further converted to 2-({(5S)-2-ox... The reactants are CCl (methyl chloride), BrC1=CC=C(C=2C(C3=CC=CC=C3C(C12)=O)=O)NC(C)=O (4-bromo-1-acetylaminoanthraquinone), ClC1=CC=CC=C1 (monochlorobenzene), [OH-].[K+] (potassium hydroxide). The reagents and catalysts are [Br-].C(CCC)[N+](CCCC)(CCCC)CCCC (tetra-n-butyl ammonium bromide), [I-].[K+] (potassium iodide). Run in O (water), C(C)(=O)O (acetic acid). Conditions: temperature 30 celsius, time 1 hour. Yields the product BrC1=CC=C(C=2C(C3=CC=CC=C3C(C12)=O)=O)N(C(C)=O)C (4-bromo-N-acetyl-1-methylaminoanthraquinone). Isolated yield 95.0%. Reaction SMILES: [Br:1][C:2]1[C:15]2[C:14](=[O:16])[C:13]3[C:8](=[CH:9][CH:10]=[CH:11][CH:12]=3)[C:7](=[O:17])[C:6]=2[C:5]([NH:18][C:19](=[O:21])[CH3:20])=[CH:4][CH:3]=1.Cl[C:23]1C=CC=CC=1.[OH-].[K+].CCl>[Br-].C([N+](CCCC)(CCCC)CCCC)CCC.[I-].[K+].C(O)(=O)C.O>[Br:1][C:2]1[C:15]2[C:14](=[O:16])[C:13]3[C:8](=[CH:9][CH:10]=[CH:11][CH:12]=3)[C:7](=[O:17])[C:6]=2[C:5]([N:18]([CH3:23])[C:19](=[O:21])[CH3:20])=[CH:4][CH:3]=1 |f:2.3,5.6,7.8|. Procedure details: A mixture of 4-bromo-1-acetylaminoanthraquinone (purity 98%, 35.1 g), monochlorobenzene (420 g), tetra-n-butyl ammonium bromide (0.3 g), 96% potassium hydroxide (12.0 g) and potassium iodide (0.5 g) was stirred for 1 hour in an autoclave, while being maintained at 30° C. Then, methyl chloride (10.2 g) was added. The mixture was stirred at 50° C. for 2 hours and 70° C. for 10 hours, successively. After the temperature was lowered to 30° C. and pressure was released, the solution was transferred t...